This data is from the Open Reaction Database (ORD), a public repository of structured organic reaction records. The task is: describe an organic reaction: reactants, conditions, products, and yield Starting materials: CC1=C(C=CC=C1)N1C(=NC=C1)S(=O)CCCOC1=CC(=C(C=C1)[N+](=O)[O-])C(OC)OC (1-(2-methylphenyl)-2-[3-(3-dimethoxymethyl-4-nitrophenoxy)propylsulfinyl]imidazole), Cl (hydrochloric acid). The solvent is O1CCCC1 (tetrahydrofuran). Conditions: time 8 hour. Product: CC1=C(C=CC=C1)N1C(=NC=C1)S(=O)CCCOC1=CC(=C(C=C1)[N+](=O)[O-])C=O (1-(2-methylphenyl)-2-[3-(3-formyl-4-nitrophenoxy)propylsulfinyl]imidazole). As a reaction SMILES: [CH3:1][C:2]1[CH:7]=[CH:6][CH:5]=[CH:4][C:3]=1[N:8]1[CH:12]=[CH:11][N:10]=[C:9]1[S:13]([CH2:15][CH2:16][CH2:17][O:18][C:19]1[CH:24]=[CH:23][C:22]([N+:25]([O-:27])=[O:26])=[C:21]([CH:28](OC)[O:29]C)[CH:20]=1)=[O:14].Cl>O1CCCC1>[CH3:1][C:2]1[CH:7]=[CH:6][CH:5]=[CH:4][C:3]=1[N:8]1[CH:12]=[CH:11][N:10]=[C:9]1[S:13]([CH2:15][CH2:16][CH2:17][O:18][C:19]1[CH:24]=[CH:23][C:22]([N+:25]([O-:27])=[O:26])=[C:21]([CH:28]=[O:29])[CH:20]=1)=[O:14]. Procedure: 3.3 Grams of 1-(2-methylphenyl)-2-[3-(3-dimethoxymethyl-4-nitrophenoxy)propylsulfinyl]imidazole was added to 100 ml of tetrahydrofuran and 10 ml of 4 N hydrochloric acid. The mixture was stirred overnight and extracted with ethyl acetate. The extract was washed with water and an aqueous solution saturated with sodium chloride, dried with magnesium sulfate, and concentrated to obtain 2.8 g of 1-(2-methylphenyl)-2-[3-(3-formyl-4-nitrophenoxy)propylsulfinyl]imidazole as a light yellow oil. The reactants are O=C([O-])[O-], C=CCNCC=C, CN1CCCC1=O, [K+], [K+], O=[N+]([O-])c1ccc(F)c([N+](=O)[O-])c1, O. The product is C=CCN(CC=C)c1ccc([N+](=O)[O-])cc1[N+](=O)[O-]. As a reaction SMILES: [C:28](=[O:29])([O-:30])[O-:31].[CH2:21]([CH:22]=[CH2:23])[NH:24][CH2:25][CH:26]=[CH2:27].[CH3:14][N:15]1[CH2:16][CH2:17][CH2:18][C:19]1=[O:20].[K+:32].[K+:33].[N+:1](=[O:2])([O-:3])[c:4]1[c:5]([F:13])[cH:6][cH:7][c:8]([N+:10](=[O:11])[O-:12])[cH:9]1.[OH2:34]>>[N+:1](=[O:2])([O-:3])[c:4]1[c:5]([N:24]([CH2:21][CH:22]=[CH2:23])[CH2:25][CH:26]=[CH2:27])[cH:6][cH:7][c:8]([N+:10](=[O:11])[O-:12])[cH:9]1. Starting materials: C(C)(C)OC(C)C (Isopropyl ether), C(C1=CC=CC=C1)(C1=CC=CC=C1)(C1=CC=CC=C1)N1C=NC(=C1)C(C=C)=O (1-(1-Trityl-1H-imidazol-4-yl)-2-propen-1-one), solution, Br (hydrogen bromide). Solvent: C(C)(=O)O (acetic acid), C(C)(=O)O (acetic acid). Reaction conditions: temperature 10 celsius, time 2 hour. Product: BrCCC(=O)C=1N=CNC1 (3-bromo-1-(1H-imidazol-4-yl)-1-propanone). As a reaction SMILES: C([N:20]1[CH:24]=[C:23]([C:25](=[O:28])[CH:26]=[CH2:27])[N:22]=[CH:21]1)(C1C=CC=CC=1)(C1C=CC=CC=1)C1C=CC=CC=1.[BrH:29].C(OC(C)C)(C)C>C(O)(=O)C>[Br:29][CH2:27][CH2:26][C:25]([C:23]1[N:22]=[CH:21][NH:20][CH:24]=1)=[O:28]. Procedure: 1-(1-Trityl-1H-imidazol-4-yl)-2-propen-1-one (29.0 g) was dissolved in acetic acid (130 ml) and the mixture was cooled to 10° C. A 25% solution of hydrogen bromide in acetic acid (100 ml) was added and the mixture was stirred at room temperature for 2 h. Isopropyl ether was added to the reaction mixture and the precipitated crystals were collected by filtration and washed with diisopropyl ether to give the title compound (22.3 g) as a pale yellow powder. The reactants are BrC=1N=C(C(N(C1)C(CC)CC)=O)N1CCC2=CC(=CC(=C12)Cl)Cl (5-Bromo-3-(5,7-dichloro-2,3-dihydro-1H-indol-1-yl)-1-(1-ethylpropyl)-2(1H)-pyrazinone), CN(C=O)C (dimethylforamide). The reagents and catalysts are [C-]#N.[Zn+2].[C-]#N (zinc cyanide), C=1C=CC(=CC1)[P](C=2C=CC=CC2)(C=3C=CC=CC3)[Pd]([P](C=4C=CC=CC4)(C=5C=CC=CC5)C=6C=CC=CC6)([P](C=7C=CC=CC7)(C=8C=CC=CC8)C=9C=CC=CC9)[P](C=1C=CC=CC1)(C=1C=CC=CC1)C=1C=CC=CC1 (tetrakis(triphenylphosphine)palladium(0)). Run in O (water). Reaction conditions: temperature 175 celsius. Yields the product ClC=1C=C2CCN(C2=C(C1)Cl)C=1C(N(C=C(N1)C#N)C(CC)CC)=O (6-(5,7-Dichloro-2,3-dihydro-1H-indol-1-yl)-4-(1-ethylpropyl)-4,5-dihydro-5-oxo-2-pyrazinecarbonitrile). Yield: 21.0%. As a reaction SMILES: Br[C:2]1[N:3]=[C:4]([N:14]2[C:22]3[C:17](=[CH:18][C:19]([Cl:24])=[CH:20][C:21]=3[Cl:23])[CH2:16][CH2:15]2)[C:5](=[O:13])[N:6]([CH:8]([CH2:11][CH3:12])[CH2:9][CH3:10])[CH:7]=1.[CH3:25][N:26](C)C=O>O.[C-]#N.[Zn+2].[C-]#N.C1C=CC([P]([Pd]([P](C2C=CC=CC=2)(C2C=CC=CC=2)C2C=CC=CC=2)([P](C2C=CC=CC=2)(C2C=CC=CC=2)C2C=CC=CC=2)[P](C2C=CC=CC=2)(C2C=CC=CC=2)C2C=CC=CC=2)(C2C=CC=CC=2)C2C=CC=CC=2)=CC=1>[Cl:24][C:19]1[CH:18]=[C:17]2[C:22](=[C:21]([Cl:23])[CH:20]=1)[N:14]([C:4]1[C:5](=[O:13])[N:6]([CH:8]([CH2:11][CH3:12])[CH2:9][CH3:10])[CH:7]=[C:2]([C:25]#[N:26])[N:3]=1)[CH2:15][CH2:16]2 |f:3.4.5,^1:39,41,60,79|. Procedure: A solution of 5-bromo-3-(5,7-dichloro-2,3-dihydro-1H-indol-1-yl)-1-(1-ethylpropyl)-2(1H)-pyrazinone (Example 507) (100 mg, 0.23 mmol), zinc cyanide (32 mg, 0.28 mmol), and tetrakis(triphenylphosphine)palladium(0) (32 mg, 25 μmol) in dimethylforamide (3 ml) was degassed with nitrogen and heated to 175° C. in a microwave for 5 min. The reaction mixture was diluted with water (5 mL) and extracted with ethyl acetate (5 mL×2). The combined organic extracts were dried (MgSO4), filtered, and concentrat... Reactants: CC(C)(C)CCC1(NCc2ccccc2[N+](=O)[O-])C(=O)C(C2=NS(=O)(=O)c3cc(NS(C)(=O)=O)ccc3N2)=C(O)c2ccccc21, CCOC(C)=O. Product: CC(C)(C)CCC1(NCc2ccccc2N)C(=O)C(C2=NS(=O)(=O)c3cc(NS(C)(=O)=O)ccc3N2)=C(O)c2ccccc21. Reaction SMILES: [CH3:1][C:2]([CH2:3][CH2:4][C:5]1([NH:34][CH2:35][c:36]2[c:37]([N+:42]([O-:43])=[O:44])[cH:38][cH:39][cH:40][cH:41]2)[C:6](=[O:33])[C:7]([C:16]2=[N:17][S:18](=[O:31])(=[O:32])[c:19]3[c:20]([cH:22][cH:23][c:24]([NH:26][S:27](=[O:28])(=[O:29])[CH3:30])[cH:25]3)[NH:21]2)=[C:8]([OH:15])[c:9]2[cH:10][cH:11][cH:12][cH:13][c:14]21)([CH3:45])[CH3:46].[CH3:47][CH2:48][O:49][C:50](=[O:51])[CH3:52]>>[CH3:1][C:2]([CH2:3][CH2:4][C:5]1([NH:34][CH2:35][c:36]2[c:37]([NH2:42])[cH:38][cH:39][cH:40][cH:41]2)[C:6](=[O:33])[C:7]([C:16]2=[N:17][S:18](=[O:31])(=[O:32])[c:19]3[c:20]([cH:22][cH:23][c:24]([NH:26][S:27](=[O:28])(=[O:29])[CH3:30])[cH:25]3)[NH:21]2)=[C:8]([OH:15])[c:9]2[cH:10][cH:11][cH:12][cH:13][c:14]21)([CH3:45])[CH3:46]. The reactants are N1(N=CC=C1)C1=CC=C(C(=O)OC)C=C1 (methyl 4-pyrazol-1-ylbenzoate), C[Al](C)C (AlMe3), COC=1C=C(C=CC1)CCC=1C=C(N(N1)C(C)(C)C)N (5-[2-(3-Methoxyphenyl)ethyl]-2-tert-butyl-pyrazol-3-amine). The solvent is C(Cl)Cl (DCM), C1(=CC=CC=C1)C (toluene), C(=O)O (formic acid). Run at temperature 82 celsius, time 8 hour. Product: COC=1C=C(C=CC1)CCC=1C=C(NN1)NC(C1=CC=C(C=C1)N1N=CC=C1)=O (N-[5-[2-(3-Methoxyphenyl)ethyl]-2H-pyrazol-3-yl]-4-pyrazol-1-yl-benzamide). Reaction SMILES: [CH3:1][O:2][C:3]1[CH:4]=[C:5]([CH2:9][CH2:10][C:11]2[CH:12]=[C:13]([NH2:20])[N:14](C(C)(C)C)[N:15]=2)[CH:6]=[CH:7][CH:8]=1.[N:21]1([C:26]2[CH:35]=[CH:34][C:29]([C:30](OC)=[O:31])=[CH:28][CH:27]=2)[CH:25]=[CH:24][CH:23]=[N:22]1.C[Al](C)C>C1(C)C=CC=CC=1.C(Cl)Cl.C(O)=O>[CH3:1][O:2][C:3]1[CH:4]=[C:5]([CH2:9][CH2:10][C:11]2[CH:12]=[C:13]([NH:20][C:30](=[O:31])[C:29]3[CH:28]=[CH:27][C:26]([N:21]4[CH:25]=[CH:24][CH:23]=[N:22]4)=[CH:35][CH:34]=3)[NH:14][N:15]=2)[CH:6]=[CH:7][CH:8]=1. Procedure details: 5-[2-(3-Methoxyphenyl)ethyl]-2-tert-butyl-pyrazol-3-amine (0.2 g, 0.73 mmol) was dissolved in toluene (10 ml) and to this was added methyl 4-pyrazol-1-ylbenzoate (177 mg, 0.88 mmol) and AlMe3 (0.93 ml, 1.8 mmol). The reaction mixture was stirred overnight. The reaction mixture was diluted with DCM (15 ml), quenched with damp sodium sulfite and further stirred for 20 mins before being filtered. The solvent was removed in vacuo to yield a yellow gum. This gum was dissolved in formic acid (12 ml) a... Starting materials: CN(C(=O)N1CCOCC1)C (4-dimethylcarbamoylmorpholine), NC1=C(C=CC=C1)N1CCOCC1 (4-(2-aminophenyl)morpholine), P(=O)(Cl)(Cl)Cl (phosphorus oxychloride). Run in C1=CC=CC=C1 (benzene). The product is CN(C(=NC1=C(C=CC=C1)N1CCOCC1)N1CCOCC1)C (N,N-dimethyl-N'-(2-morpholinophenyl)morpholine-4-carboxamidine). Reaction SMILES: [CH3:1][N:2]([CH3:11])[C:3]([N:5]1[CH2:10][CH2:9][O:8][CH2:7][CH2:6]1)=O.[NH2:12][C:13]1[CH:18]=[CH:17][CH:16]=[CH:15][C:14]=1[N:19]1[CH2:24][CH2:23][O:22][CH2:21][CH2:20]1.P(Cl)(Cl)(Cl)=O>C1C=CC=CC=1>[CH3:1][N:2]([CH3:11])[C:3]([N:5]1[CH2:10][CH2:9][O:8][CH2:7][CH2:6]1)=[N:12][C:13]1[CH:18]=[CH:17][CH:16]=[CH:15][C:14]=1[N:19]1[CH2:24][CH2:23][O:22][CH2:21][CH2:20]1. Procedure details: Reaction of 4-dimethylcarbamoylmorpholine (3.8 g) in benzene (25 ml) with 4-(2-aminophenyl)morpholine (3.5 g) in the presence of phosphorus oxychloride (2.1 ml) for 40 hours at 80°-85° C. gave N,N-dimethyl-N'-(2-morpholinophenyl)morpholine-4-carboxamidine (m.p. 126°-128° C.) which was recrystallised from hexane. The reactants are BrCC(C1=C(C=C(C=C1)Cl)Cl)O (α-bromomethyl-2,4-dichlorobenzyl alcohol), FC1=CC=C(OCC2OC=CCC2)C=C1 (2-(4-fluorophenoxymethyl)-3,4-dihydro-2H-pyran). Reagents/catalysts: O=P(Cl)(Cl)Cl (phosphorus oxytrichloride). The solvent is C(C)OCC (diethyl ether). Yields the product FC1=CC=C(OC[C@H]2CCC[C@@H](O2)OC(CBr)C2=C(C=C(C=C2)Cl)Cl)C=C1 (trans-6-(4-fluorophenoxymethyl)-2-[2-bromo-1-(2,4-dichlorophenyl)ethoxy]tetrahydropyran), mixture. Reaction SMILES: [Br:1][CH2:2][CH:3]([OH:12])[C:4]1[CH:9]=[CH:8][C:7]([Cl:10])=[CH:6][C:5]=1[Cl:11].[F:13][C:14]1[CH:27]=[CH:26][C:17]([O:18][CH2:19][CH:20]2[CH2:25][CH2:24][CH:23]=[CH:22][O:21]2)=[CH:16][CH:15]=1>C(OCC)C.O=P(Cl)(Cl)Cl>[F:13][C:14]1[CH:15]=[CH:16][C:17]([O:18][CH2:19][C@@H:20]2[O:21][C@@H:22]([O:12][CH:3]([C:4]3[CH:9]=[CH:8][C:7]([Cl:10])=[CH:6][C:5]=3[Cl:11])[CH2:2][Br:1])[CH2:23][CH2:24][CH2:25]2)=[CH:26][CH:27]=1. Procedure details: 389 mg of α-bromomethyl-2,4-dichlorobenzyl alcohol and 300 mg of 2-(4-fluorophenoxymethyl)-3,4-dihydro-2H-pyran, prepared as described above, were dissolved in 10 ml of diethyl ether. A catalytic amount (2 drops) of phosphorus oxytrichloride was added to the resulting solution and the mixture allowed to react at room temperature for 4 days, after which it was treated and the product purified essentially as described in Example 34(a), to give 214 mg of the isomer of lesser polarity of trans-6-(4-... Reactants: CC=1OC=C(N1)C(=O)Cl (2-methyloxazole-4-carbonyl chloride), NC1=NC(=NC2=CC(=C(C=C12)OC)OC)N1CCNCC1 (4-amino-6,7-dimethoxy-2-(1-piperazinyl)quinazoline). Solvent: O1CCOCC1 (dioxane), O1CCOCC1 (dioxane). The product is Cl.NC1=NC(=NC2=CC(=C(C=C12)OC)OC)N1CCN(CC1)C(=O)C=1N=C(OC1)C (4-Amino-6,7-dimethoxy-2-[4-(2-methyloxazole-4-carbonyl)piperazin-1-yl]quinazoline Hydrochloride). Reaction SMILES: [CH3:1][C:2]1[O:3][CH:4]=[C:5]([C:7]([Cl:9])=[O:8])[N:6]=1.[NH2:10][C:11]1[C:20]2[C:15](=[CH:16][C:17]([O:23][CH3:24])=[C:18]([O:21][CH3:22])[CH:19]=2)[N:14]=[C:13]([N:25]2[CH2:30][CH2:29][NH:28][CH2:27][CH2:26]2)[N:12]=1>O1CCOCC1>[ClH:9].[NH2:10][C:11]1[C:20]2[C:15](=[CH:16][C:17]([O:23][CH3:24])=[C:18]([O:21][CH3:22])[CH:19]=2)[N:14]=[C:13]([N:25]2[CH2:30][CH2:29][N:28]([C:7]([C:5]3[N:6]=[C:2]([CH3:1])[O:3][CH:4]=3)=[O:8])[CH2:27][CH2:26]2)[N:12]=1 |f:3.4|. Reported procedure: A solution of 2-methyloxazole-4-carbonyl chloride (1.01 g., 6.9 mmole) in dioxane was added to a solution of 4-amino-6,7-dimethoxy-2-(1-piperazinyl)quinazoline (2.00 g., 6.9 mmole) in dioxane. The mixture was heated at reflux for 2 hours. Filtration gave the title compound having a m.p. of 278°-280° C. with decomposition after recrystallization from methanol.